Dataset: the Open Reaction Database (ORD), a public repository of structured organic reaction records. Task: describe an organic reaction: reactants, conditions, products, and yield Starting materials: COC1=CC=C2CCCC(C2=C1)=O (7-methoxy-1-tetralone), CNC (dimethyl amine). Reagents/catalysts: [Ti](Cl)(Cl)(Cl)Cl (titanium tetrachloride), [Ti] (titanium). Solvent: C1(=CC=CC=C1)C (toluene), C1(=CC=CC=C1)C (toluene). Run at time 3 hour. The product is CN(C1=CCCC2=CC=C(C=C12)OC)C (1-Dimethylamino-7-methoxy-3,4-dihydronaphthalene). Isolated yield 87.5%. Reaction SMILES: [CH3:1][O:2][C:3]1[CH:12]=[C:11]2[C:6]([CH2:7][CH2:8][CH2:9][C:10]2=O)=[CH:5][CH:4]=1.[CH3:14][NH:15][CH3:16]>C1(C)C=CC=CC=1.[Ti](Cl)(Cl)(Cl)Cl.[Ti]>[CH3:14][N:15]([CH3:16])[C:10]1[C:11]2[C:6](=[CH:5][CH:4]=[C:3]([O:2][CH3:1])[CH:12]=2)[CH2:7][CH2:8][CH:9]=1. Procedure details: A solution of titanium tetrachloride (53.8 g, 31.2 ml) in dry toluene (200 ml) is added over a period of 45 minutes to a stirred solution of 7-methoxy-1-tetralone (100.5 g) and dimethyl amine (171 g) in dry toluene (2 l) while maintaining a reaction temperature of ≤10° C. When the addition of the titanium is complete, the ice bath is removed and the solution allowed to reach RT. The solution is stirred at RT for 3 hours. The solids are filtered, washed with dry toluene and the filtrate evaporate... The reactants are C1CCOC1, [Li]CCCC, CI, COc1ccc2ccsc2c1, [Na+], O=C([O-])O. Yields the product COc1ccc2cc(C)sc2c1. RXN SMILES: [CH2:19]1[O:20][CH2:21][CH2:22][CH2:23]1.[CH2:1]([Li:2])[CH2:3][CH2:4][CH3:5].[CH3:17][I:18].[CH3:6][O:7][c:8]1[cH:9][cH:10][c:11]2[c:12]([s:13][cH:14][cH:15]2)[cH:16]1.[Na+:28].[O-:24][C:25]([OH:26])=[O:27]>>[CH3:1][c:14]1[s:13][c:12]2[c:11]([cH:10][cH:9][c:8]([O:7][CH3:6])[cH:16]2)[cH:15]1. Reactants: CN1CCCCC1CCn1ccc2cc([N+](=O)[O-])ccc21, CO, NN, O. Product: CN1CCCCC1CCn1ccc2cc(N)ccc21. Reaction SMILES: [CH3:1][N:2]1[CH:3]([CH2:8][CH2:9][n:10]2[cH:11][cH:12][c:13]3[cH:14][c:15]([N+:19]([O-:20])=[O:21])[cH:16][cH:17][c:18]23)[CH2:4][CH2:5][CH2:6][CH2:7]1.[CH3:25][OH:26].[NH2:23][NH2:24].[OH2:22]>>[CH3:1][N:2]1[CH:3]([CH2:8][CH2:9][n:10]2[cH:11][cH:12][c:13]3[cH:14][c:15]([NH2:19])[cH:16][cH:17][c:18]23)[CH2:4][CH2:5][CH2:6][CH2:7]1. The reactants are N1=C(C=CC=C1)N1CCNCC1 (1-(2-pyridyl)piperazine), C([O-])([O-])=O.[K+].[K+] (potassium carbonate), CN(C=O)C (N,N-dimethylformamide), C(CO)Br (ethylene bromohydrin). Run in O (water). The product is N1=C(C=CC=C1)N1CCN(CC1)CCO (4-(2-pyridyl)-1-piperazineethanol). RXN SMILES: [N:1]1[CH:6]=[CH:5][CH:4]=[CH:3][C:2]=1[N:7]1[CH2:12][CH2:11][NH:10][CH2:9][CH2:8]1.C(=O)([O-])[O-].[K+].[K+].CN(C)C=O.[CH2:24](Br)[CH2:25][OH:26]>O>[N:1]1[CH:6]=[CH:5][CH:4]=[CH:3][C:2]=1[N:7]1[CH2:8][CH2:9][N:10]([CH2:24][CH2:25][OH:26])[CH2:11][CH2:12]1 |f:1.2.3|. Reported procedure: To a mixture of 1-(2-pyridyl)piperazine (5 g), potassium carbonate powder (9 g) and N,N-dimethylformamide (30 ml) was added dropwise ethylene bromohydrin (5.74 g) under stirring. The mixture was stirred at room temperature for 6 hours, diluted with water (100 ml) and extracted with chloroform. The chloroform layer was washed with water and dried over anhydrous sodium sulfate. The solvent was distilled off and the residue was purified by silica gel chromatography [eluent: dichloromethane-methanol...